From a dataset of the Open Reaction Database (ORD), a public repository of structured organic reaction records. describe an organic reaction: reactants, conditions, products, and yield The reactants are C(C)N(C(=O)C=1C=CC=2C(C3=CC=CC=C3OC2C1)=O)CC (9-Oxo-9H-xanthene-3-carboxylic acid diethylamide), C(=O)(OC(C)(C)C)N1C(CCCC1)=O (N-Boc-piperidone). Product: C(C)NC(=O)C=1C=CC=2C(C3=CC=CC=C3OC2C1)=C1CCNCC1 (9-Piperidin-4-ylidene-9H-xanthene-3-carboxylic acid ethylamide). Reaction SMILES: [CH2:1]([N:3](CC)[C:4]([C:6]1[CH:7]=[CH:8][C:9]2[C:10](=O)[C:11]3[C:16]([O:17][C:18]=2[CH:19]=1)=[CH:15][CH:14]=[CH:13][CH:12]=3)=[O:5])[CH3:2].C([N:30]1[CH2:35][CH2:34][CH2:33][CH2:32][C:31]1=O)(OC(C)(C)C)=O>>[CH2:1]([NH:3][C:4]([C:6]1[CH:7]=[CH:8][C:9]2[C:10](=[C:33]3[CH2:32][CH2:31][NH:30][CH2:35][CH2:34]3)[C:11]3[C:16]([O:17][C:18]=2[CH:19]=1)=[CH:15][CH:14]=[CH:13][CH:12]=3)=[O:5])[CH3:2]. Procedure details: Following Procedure 7, substituting compound 7a for compound 6a and substituting N-Boc-piperidone for N-carbethoxynortropinone, the title compound 2b was synthesized. MS m/z (MH+) 334.8. The reagents and catalysts are [Pd] (Pd—C). Reaction SMILES: [CH2:1]([C:3]1[CH:8]=[C:7]([CH3:9])[CH:6]=[C:5]([CH2:10][CH3:11])[C:4]=1[C:12](=[O:25])[C:13]([N:15]([CH3:24])[N:16]=CC1C=CC=CC=1)=[O:14])[CH3:2]>[Pd].COCCOC>[CH2:1]([C:3]1[CH:8]=[C:7]([CH3:9])[CH:6]=[C:5]([CH2:10][CH3:11])[C:4]=1[C:12](=[O:25])[C:13]([N:15]([CH3:24])[NH2:16])=[O:14])[CH3:2]. Starting materials: C(C)C1=C(C(=CC(=C1)C)CC)C(C(=O)N(N=CC1=CC=CC=C1)C)=O (1-[2-(2,6-diethyl-4-methylphenyl)-2-oxoacetyl]-1-methyl-2-(phenylmethylidene)hydrazine). Run in COCCOC (1,2-dimethoxyethane). Procedure details: To a 25 mL volume two-necked flask, 1.47 g of 1-[2-(2,6-diethyl-4-methylphenyl)-2-oxoacetyl]-1-methyl-2-(phenylmethylidene)hydrazine ((40-b)-(15)-5), 5.1 ml of 1,2-dimethoxyethane and 147 mg of 5 wt % Pd—C were added. The mixture was stirred under a hydrogen atmosphere at room temperature for 8 hours. An unsolved substance was removed by filtration and washed with 1,2-dimethoxyethane. The filtrates were combined and concentrated under reduced pressure to give 1.068 g of 1-[2-(2,6-diethyl-4-methy... The yield is 98.4%. The product is C(C)C1=C(C(=CC(=C1)C)CC)C(C(=O)N(N)C)=O (1-[2-(2,6-diethyl-4-methylphenyl)-2-oxoacetyl]-1-methylhydrazine). Reaction conditions: time 8 hour.